Dataset: the Open Reaction Database (ORD), a public repository of structured organic reaction records. Task: describe an organic reaction: reactants, conditions, products, and yield The reactants are ClC=1N=NC=C2C1N(C(=C2C)C)CC=C (7-chloro-2,3-dimethyl-1-(2-propenyl)pyrrolo[2,3-d]pyridazine), C(C1=CC=CC=C1)N (benzylamine). Yields the product C(C1=CC=CC=C1)NC=1N=NC=C2C1N(C(=C2C)C)C=CC (7-Benzylamino-2,3-dimethyl-1-(1-propenyl)pyrrolo[2,3-d]pyridazine). Yield: 31.5%. Reaction SMILES: Cl[C:2]1[N:3]=[N:4][CH:5]=[C:6]2[C:10]([CH3:11])=[C:9]([CH3:12])[N:8]([CH2:13][CH:14]=[CH2:15])[C:7]=12.[CH2:16]([NH2:23])[C:17]1[CH:22]=[CH:21][CH:20]=[CH:19][CH:18]=1>>[CH2:16]([NH:23][C:2]1[N:3]=[N:4][CH:5]=[C:6]2[C:10]([CH3:11])=[C:9]([CH3:12])[N:8]([CH:13]=[CH:14][CH3:15])[C:7]=12)[C:17]1[CH:22]=[CH:21][CH:20]=[CH:19][CH:18]=1. Procedure: The title compound (trans) was prepared as a beige powder in 31.5% yield in a similar procedure to that described in Example 44 by using 7-chloro-2,3-dimethyl-1-(2-propenyl)pyrrolo[2,3-d]pyridazine and benzylamine. Product: FC(C=1C=C(C(=O)NC2=CC=C(C=C2)C=2SC3=C(N2)C=CC(=C3)OC)C=CC1OC)(F)F (3-Trifluoromethyl-N-[4-(6-methoxy-1,3-benzothiazol-2-yl)phenyl]-4-(methoxy)benzamide). Procedure: Prepared as described in the Amide Coupling section using 2-(4-aminophenyl)-6-methoxybenzothiazole (0.5 g, 1.95 mmol) and 4-methoxy-3-trifluoromethylbenzoyl chloride (0.47 g, 1.95 mmol) in dry pyridine (15 ml) to give the title compound (0.77 g, 87%) as pale yellow feathery crystals after work-up and recrystallisation from acetic acid. Solvent: N1=CC=CC=C1 (pyridine). Yield: 86.1%. As a reaction SMILES: [NH2:1][C:2]1[CH:7]=[CH:6][C:5]([C:8]2[S:9][C:10]3[CH:16]=[C:15]([O:17][CH3:18])[CH:14]=[CH:13][C:11]=3[N:12]=2)=[CH:4][CH:3]=1.[CH3:19][O:20][C:21]1[CH:29]=[CH:28][C:24]([C:25](Cl)=[O:26])=[CH:23][C:22]=1[C:30]([F:33])([F:32])[F:31]>N1C=CC=CC=1>[F:31][C:30]([F:32])([F:33])[C:22]1[CH:23]=[C:24]([CH:28]=[CH:29][C:21]=1[O:20][CH3:19])[C:25]([NH:1][C:2]1[CH:3]=[CH:4][C:5]([C:8]2[S:9][C:10]3[CH:16]=[C:15]([O:17][CH3:18])[CH:14]=[CH:13][C:11]=3[N:12]=2)=[CH:6][CH:7]=1)=[O:26]. Starting materials: Amide, NC1=CC=C(C=C1)C=1SC2=C(N1)C=CC(=C2)OC (2-(4-aminophenyl)-6-methoxybenzothiazole), COC1=C(C=C(C(=O)Cl)C=C1)C(F)(F)F (4-methoxy-3-trifluoromethylbenzoyl chloride).